This data is from the Open Reaction Database (ORD), a public repository of structured organic reaction records. The task is: describe an organic reaction: reactants, conditions, products, and yield Reaction SMILES: [C:22]([O-:23])(=[O:24])[O-:25].[CH3:1][C:2]12[O:3][CH2:4][O:5][CH2:6][C:7]13[c:8]1[cH:9][c:10]([O:20][CH3:21])[cH:11][cH:12][c:13]1[CH2:14][CH:15]2[N:16]([CH3:19])[CH2:17][CH2:18]3.[Cl:34][C:35](=[O:36])[O:37][c:38]1[cH:39][cH:40][cH:41][cH:42][cH:43]1.[K+:26].[K+:27].[OH2:44].[cH:28]1[cH:29][cH:30][cH:31][cH:32][cH:33]1>>[CH3:1][C:2]12[O:3][CH2:4][O:5][CH2:6][C:7]13[c:8]1[cH:9][c:10]([O:20][CH3:21])[cH:11][cH:12][c:13]1[CH2:14][CH:15]2[N:16]([C:19](=[O:23])[O:37][c:38]1[cH:39][cH:40][cH:41][cH:42][cH:43]1)[CH2:17][CH2:18]3. The reactants are O=C([O-])[O-], COc1ccc2c(c1)C13CCN(C)C(C2)C1(C)OCOC3, O=C(Cl)Oc1ccccc1, [K+], [K+], O, c1ccccc1. The product is COc1ccc2c(c1)C13CCN(C(=O)Oc4ccccc4)C(C2)C1(C)OCOC3. The reactants are Cl (hydrochloric acid), C1(CC1)NC=C(C(=O)OCC)C(C1=C(C(=C(C(=C1[N+](=O)[O-])F)F)OC(F)F)F)=O (ethyl 3-cyclopropylamino-2-(3-difluoromethoxy-2,4,5-trifluoro-6-nitrobenzoyl)acrylate), ( XIX ), [H-].[Na+] (sodium hydride). Solvent: O1CCCC1 (tetrahydrofuran). Conditions: time 1 hour. The product is C1(CC1)N1C=C(C(C2=C(C(=C(C(=C12)OC(F)F)F)F)[N+](=O)[O-])=O)C(=O)OCC (ethyl 1-cyclopropyl-8-difluoromethoxy-6,7-difluoro-5-nitro-1,4-dihydro-4-oxo-quinoline-3-carboxylate). The yield is 61.8%. RXN SMILES: [CH:1]1([NH:4][CH:5]=[C:6]([C:12](=[O:29])[C:13]2[C:18]([N+:19]([O-:21])=[O:20])=[C:17]([F:22])[C:16]([F:23])=[C:15]([O:24][CH:25]([F:27])[F:26])[C:14]=2F)[C:7]([O:9][CH2:10][CH3:11])=[O:8])[CH2:3][CH2:2]1.[H-].[Na+].Cl>O1CCCC1>[CH:1]1([N:4]2[C:14]3[C:13](=[C:18]([N+:19]([O-:21])=[O:20])[C:17]([F:22])=[C:16]([F:23])[C:15]=3[O:24][CH:25]([F:26])[F:27])[C:12](=[O:29])[C:6]([C:7]([O:9][CH2:10][CH3:11])=[O:8])=[CH:5]2)[CH2:3][CH2:2]1 |f:1.2|. Reported procedure: 1.0 g (0.0024 moles) of ethyl 3-cyclopropylamino-2-(3-difluoromethoxy-2,4,5-trifluoro-6-nitrobenzoyl)acrylate [(XIX), R1 =--OCHF2, R3' =NO2, R17 =C2H5, X=X'=F] [prepared as described in step (d) above] was dissolved in 10 ml of tetrahydrofuran, and 0.094 g (0.0024 moles) of a 60% w/w suspension of sodium hydride in mineral oil was added to the resulting mixture. The mixture was then stirred at room temperature for 1 hour, after which 1N aqueous hydrochloric acid was added, and the mixture was vi...